From a dataset of the Open Reaction Database (ORD), a public repository of structured organic reaction records. describe an organic reaction: reactants, conditions, products, and yield Starting materials: NC1=NC(=NC=C1CO)SCC (4-amino-5-hydroxymethyl-2-(ethylthio)pyrimidine). Reagents/catalysts: O=[Mn]=O (MnO2). Solvent: C(Cl)(Cl)Cl (CHCl3). Conditions: time 8 hour. The product is NC1=NC(=NC=C1C=O)SCC (4-amino-2-(ethylthio)pyrimidine-5-carbaldehyde). RXN SMILES: [NH2:1][C:2]1[C:7]([CH2:8][OH:9])=[CH:6][N:5]=[C:4]([S:10][CH2:11][CH3:12])[N:3]=1>C(Cl)(Cl)Cl.O=[Mn]=O>[NH2:1][C:2]1[C:7]([CH:8]=[O:9])=[CH:6][N:5]=[C:4]([S:10][CH2:11][CH3:12])[N:3]=1. Procedure details: To a solution of 4-amino-5-hydroxymethyl-2-(ethylthio)pyrimidine (6-1) (9.6 g, 51.89 mmol) in CHCl3 (1 L) was added MnO2 (86.9 g, 415 mmol, 8 equiv). The suspension was stirred at rt overnight. The mixture was filtered through celite and washed with CHCl3. The combined filtrate was concentrated to give the titled compound (6-2). LRMS m/z (M+H) Calcd. 184.1, found 184.1.